Dataset: the Open Reaction Database (ORD), a public repository of structured organic reaction records. Task: describe an organic reaction: reactants, conditions, products, and yield Reported procedure: Dissolve (2R,5R)-5-[(1R,2S)-3-(3-chloro-5-fluorophenyl)-1-hydroxy-2-nitropropyl]-2-(2,2-dimethylpropoxy)-morpholine-4-carboxylic acid tert-butyl ester (0.455 g, 0.901 mmol) in methanol (8 mL) and stir at room temperature in an oil bath. Add anhydrous nickel (II) chloride (0.175 g, 1.35 mmol) followed by sodium borohydride (0.170 mg, 4.50 mmol) in 3 portions over 5 minutes and stir for 15 minutes. Add water (2 mL), 0.1 N sodium hydroxide (2 mL) and extract with ethyl acetate (2×30 mL). Combine or... Reaction SMILES: [C:1]([O:5][C:6]([N:8]1[C@@H:13]([C@@H:14]([OH:28])[C@@H:15]([N+:25]([O-])=O)[CH2:16][C:17]2[CH:22]=[C:21]([F:23])[CH:20]=[C:19]([Cl:24])[CH:18]=2)[CH2:12][O:11][C@@H:10]([O:29][CH2:30][C:31]([CH3:34])([CH3:33])[CH3:32])[CH2:9]1)=[O:7])([CH3:4])([CH3:3])[CH3:2].[BH4-].[Na+]>CO.[Ni](Cl)Cl>[C:1]([O:5][C:6]([N:8]1[C@@H:13]([C@@H:14]([OH:28])[C@@H:15]([NH2:25])[CH2:16][C:17]2[CH:22]=[C:21]([F:23])[CH:20]=[C:19]([Cl:24])[CH:18]=2)[CH2:12][O:11][C@@H:10]([O:29][CH2:30][C:31]([CH3:34])([CH3:33])[CH3:32])[CH2:9]1)=[O:7])([CH3:2])([CH3:4])[CH3:3] |f:1.2|. The product is C(C)(C)(C)OC(=O)N1C[C@@H](OC[C@@H]1[C@H]([C@H](CC1=CC(=CC(=C1)F)Cl)N)O)OCC(C)(C)C ((2R,5R)-5-[(1S,2S)-2-Amino-3-(3-chloro-5-fluorophenyl)-1-hydroxypropyl]-2-(2,2-dimethylpropoxy)-morpholine-4-carboxylic acid tert-butyl ester). Starting materials: C(C)(C)(C)OC(=O)N1C[C@@H](OC[C@@H]1[C@H]([C@H](CC1=CC(=CC(=C1)F)Cl)[N+](=O)[O-])O)OCC(C)(C)C ((2R,5R)-5-[(1R,2S)-3-(3-chloro-5-fluorophenyl)-1-hydroxy-2-nitropropyl]-2-(2,2-dimethylpropoxy)-morpholine-4-carboxylic acid tert-butyl ester), [BH4-].[Na+] (sodium borohydride). Isolated yield 100.0%. Run in CO (methanol). Reagents/catalysts: [Ni](Cl)Cl (nickel (II) chloride). The reactants are COC=1C=C(C=O)C=CC1OCC=1N=C(OC1C)C1=CC(=CC=C1)[N+](=O)[O-] (3-methoxy-4-{[5-methyl-2-(3-nitrophenyl)-1,3-oxazol-4-yl]methoxy}benzaldehyde), O (water), C(C)O (ethanol), [BH4-].[Na+] (sodium borohydride). Run in O1CCCC1 (tetrahydrofuran). Conditions: time 6 hour. Product: COC=1C=C(C=CC1OCC=1N=C(OC1C)C1=CC(=CC=C1)[N+](=O)[O-])CO ((3-methoxy-4-{[5-methyl-2-(3-nitrophenyl)-1,3-oxazol-4-yl]methoxy}phenyl)methanol). Isolated yield 78.4%. Reaction SMILES: [CH3:1][O:2][C:3]1[CH:4]=[C:5]([CH:8]=[CH:9][C:10]=1[O:11][CH2:12][C:13]1[N:14]=[C:15]([C:19]2[CH:24]=[CH:23][CH:22]=[C:21]([N+:25]([O-:27])=[O:26])[CH:20]=2)[O:16][C:17]=1[CH3:18])[CH:6]=[O:7].C(O)C.[BH4-].[Na+].O>O1CCCC1>[CH3:1][O:2][C:3]1[CH:4]=[C:5]([CH2:6][OH:7])[CH:8]=[CH:9][C:10]=1[O:11][CH2:12][C:13]1[N:14]=[C:15]([C:19]2[CH:24]=[CH:23][CH:22]=[C:21]([N+:25]([O-:27])=[O:26])[CH:20]=2)[O:16][C:17]=1[CH3:18] |f:2.3|. Reported procedure: To a solution of 3-methoxy-4-{[5-methyl-2-(3-nitrophenyl)-1,3-oxazol-4-yl]methoxy}benzaldehyde (7.51 g) in tetrahydrofuran (100 mL)-ethanol (15 mL) was gradually added sodium borohydride (397 mg) at 0° C. After stirring at room temperature for 6 hrs, water was added to the reaction mixture, and the mixture was extracted with ethyl acetate. The organic layer was washed with saturated brine, dried over anhydrous magnesium sulfate and concentrated to give (3-methoxy-4-{[5-methyl-2-(3-nitrophenyl)-1... Starting materials: OC=1C(=CC2=C(C(C(=CO2)C2=CC=C(C=C2)[N+](=O)[O-])=O)C1)O (6,7-Dihydroxy-3-(4-nitrophenyl)-4H-1-benzopyran-4-one). The reagents and catalysts are [Ni] (Raney nickel). Solvent: mixture, O1CCOCC1 (dioxan), C(C)O (ethanol). Conditions: time 18 hour. The product is OC=1C(=CC2=C(C(C(=CO2)C2=CC=C(C=C2)N)=O)C1)O (6,7-dihydroxy-3-(4-aminophenyl)-4H-1-benzopyran-4-one). Reaction SMILES: [OH:1][C:2]1[C:3]([OH:22])=[CH:4][C:5]2[O:10][CH:9]=[C:8]([C:11]3[CH:16]=[CH:15][C:14]([N+:17]([O-])=O)=[CH:13][CH:12]=3)[C:7](=[O:20])[C:6]=2[CH:21]=1>O1CCOCC1.C(O)C.[Ni]>[OH:1][C:2]1[C:3]([OH:22])=[CH:4][C:5]2[O:10][CH:9]=[C:8]([C:11]3[CH:12]=[CH:13][C:14]([NH2:17])=[CH:15][CH:16]=3)[C:7](=[O:20])[C:6]=2[CH:21]=1. Procedure: 6,7-Dihydroxy-3-(4-nitrophenyl)-4H-1-benzopyran-4-one [cp. J. Inst. Chem. (Calcutta) 43, 234 (1971)] (1 g) is dissolved in 250 ml of a mixture of dioxan and ethanol 1:1. Raney nickel (0.45 g) is added and the mixture is hydrogenated for 18 h at room temperature, then filtered. The solution is evaporated under vacuum to about one third of its original volume until a precipitate occurs which is filtered and crystallized in dioxan to give 6,7-dihydroxy-3-(4-aminophenyl)-4H-1-benzopyran-4-one, m.p. ...